Task: describe an organic reaction: reactants, conditions, products, and yield. Dataset: the Open Reaction Database (ORD), a public repository of structured organic reaction records Starting materials: ClC1=CC=C2C(=C1)NC(C21C(N(C(CC1C1=CC(=CC=C1)Cl)=O)CC(=O)F)C(CC)=C)=O (racemic (2′R,3R,4′S)-6-chloro-4′-(3-chlorophenyl)-1′-fluorocarbonylmethyl-2′-(1-methylene-propyl)spiro[3H-indole-3,3′-piperidine]-2,6′(1H)-dione), FC(C(=O)O)(F)F.CS(=O)(=O)N1CCC(CC1)N (1-methanesulfonyl-piperidin-4-ylamine trifluoroacetic acid salt), CN1CCOCC1 (N-methylmorpholine). Reagents/catalysts: CN(C1=CC=NC=C1)C (4-dimethylaminopyridine). The solvent is O1CCCC1 (tetrahydrofuran). Yields the product ClC1=CC=C2C(=C1)NC(C21C(N(C(CC1C1=CC(=CC=C1)Cl)=O)CC(=O)NC1CCN(CC1)S(=O)(=O)C)C(CC)=C)=O (racemic (2′R,3R,4′S)-6-chloro-4′-(3-chlorophenyl)-2′-(1-methylene-propyl)-1′-[(1-methanesulfonyl-piperidin-4-yl)aminocarbonyl-methyl]spiro[3H-indole-3,3′-piperidine]-2,6′(1H)-dione). The yield is 43.6%. RXN SMILES: [Cl:1][C:2]1[CH:7]=[C:6]2[NH:8][C:9](=[O:32])[C:10]3([CH:15]([C:16]4[CH:21]=[CH:20][CH:19]=[C:18]([Cl:22])[CH:17]=4)[CH2:14][C:13](=[O:23])[N:12]([CH2:24][C:25](F)=[O:26])[CH:11]3[C:28](=[CH2:31])[CH2:29][CH3:30])[C:5]2=[CH:4][CH:3]=1.FC(F)(F)C(O)=O.[CH3:40][S:41]([N:44]1[CH2:49][CH2:48][CH:47]([NH2:50])[CH2:46][CH2:45]1)(=[O:43])=[O:42].CN1CCOCC1>CN(C)C1C=CN=CC=1.O1CCCC1>[Cl:1][C:2]1[CH:7]=[C:6]2[NH:8][C:9](=[O:32])[C:10]3([CH:15]([C:16]4[CH:21]=[CH:20][CH:19]=[C:18]([Cl:22])[CH:17]=4)[CH2:14][C:13](=[O:23])[N:12]([CH2:24][C:25]([NH:50][CH:47]4[CH2:48][CH2:49][N:44]([S:41]([CH3:40])(=[O:43])=[O:42])[CH2:45][CH2:46]4)=[O:26])[CH:11]3[C:28](=[CH2:31])[CH2:29][CH3:30])[C:5]2=[CH:4][CH:3]=1 |f:1.2|. Procedure: In a manner similar to the method described in example 34b, racemic (2′R,3R,4′S)-6-chloro-4′-(3-chlorophenyl)-1′-fluorocarbonylmethyl-2′-(1-methylene-propyl)spiro[3H-indole-3,3′-piperidine]-2,6′(1H)-dione (0.1 g, 0.21 mmol) prepared in example 107a was reacted with 1-methanesulfonyl-piperidin-4-ylamine trifluoroacetic acid salt (0.2 g, 0.34 mmol), N-methylmorpholine (0.2 g, 2 mmol) and 4-dimethylaminopyridine (1 mg) in tetrahydrofuran to give racemic (2′R,3R,4′S)-6-chloro-4′-(3-chlorophenyl)-2′-... Reactants: ClC=1C2=C(N=C(N1)SCC1=C(C(=CC=C1)F)F)N=C(S2)N (7-Chloro-5-[[(2,3-difluorophenyl)methyl]thio]thiazolo[4,5-d]pyrimidin-2-amine), NC(CO)CO (2-amino-1,3-propandiol). The product is NC=1SC2=C(N=C(N=C2NC(CO)CO)SCC2=C(C(=CC=C2)F)F)N1 (2-[[2-amino-5-[[(2,3-difluorophenyl)methyl]thio]thiazolo[4,5-d]pyrimidin-7-yl]amino]-1,3-propanediol). As a reaction SMILES: Cl[C:2]1[C:3]2[S:20][C:19]([NH2:21])=[N:18][C:4]=2[N:5]=[C:6]([S:8][CH2:9][C:10]2[CH:15]=[CH:14][CH:13]=[C:12]([F:16])[C:11]=2[F:17])[N:7]=1.[NH2:22][CH:23]([CH2:26][OH:27])[CH2:24][OH:25]>>[NH2:21][C:19]1[S:20][C:3]2[C:2]([NH:22][CH:23]([CH2:26][OH:27])[CH2:24][OH:25])=[N:7][C:6]([S:8][CH2:9][C:10]3[CH:15]=[CH:14][CH:13]=[C:12]([F:16])[C:11]=3[F:17])=[N:5][C:4]=2[N:18]=1. Procedure: Prepared by the method of example 2 step a), using the product of example 4, step b) and 2-amino-1,3-propandiol. Starting materials: Br, CO, [Na+], [OH-], O, OCC(O)CCc1ccc2ccccc2c1O. Yields the product OCC1CCc2ccc3ccccc3c2O1. Reaction SMILES: [BrH:20].[CH3:21][OH:22].[Na+:19].[OH-:18].[OH2:23].[OH:1][c:2]1[c:3]([CH2:12][CH2:13][CH:14]([CH2:15][OH:16])[OH:17])[cH:4][cH:5][c:6]2[cH:7][cH:8][cH:9][cH:10][c:11]12>>[c:2]12[c:3]([cH:4][cH:5][c:6]3[cH:7][cH:8][cH:9][cH:10][c:11]13)[CH2:12][CH2:13][CH:14]([CH2:15][OH:16])[O:17]2. Starting materials: C1(=CC=CC=C1)C=1N=CC(=NC1C1=CC=CC=C1)N(C)C[C@H](O)C=1C=C(C=CC1)O ((R)-3-{2-[N-(5,6-diphenylpyrazin-2-yl)-N-methylamino]-1-hydroxyethyl}phenol), BrCC(=O)OC (methyl bromoacetate), C([O-])([O-])=O.[K+].[K+] (potassium carbonate). Reagents/catalysts: [I-].[K+] (potassium iodide). Run in C(C)#N (acetonitrile). Product: COC(COC1=CC(=CC=C1)[C@H](CN(C)C1=NC(=C(N=C1)C1=CC=CC=C1)C1=CC=CC=C1)O)=O ((R)-2-[3-{2-[N-(5,6-diphenylpyrazin-2-yl)-N-methylamino]-1-hydroxyethyl}phenoxy]acetic acid methyl ester). Yield: 70.5%. Reaction SMILES: [C:1]1([C:7]2[N:8]=[CH:9][C:10]([N:19]([CH2:21][C@@H:22]([C:24]3[CH:25]=[C:26]([OH:30])[CH:27]=[CH:28][CH:29]=3)[OH:23])[CH3:20])=[N:11][C:12]=2[C:13]2[CH:18]=[CH:17][CH:16]=[CH:15][CH:14]=2)[CH:6]=[CH:5][CH:4]=[CH:3][CH:2]=1.Br[CH2:32][C:33]([O:35][CH3:36])=[O:34].C(=O)([O-])[O-].[K+].[K+]>C(#N)C.[I-].[K+]>[CH3:36][O:35][C:33](=[O:34])[CH2:32][O:30][C:26]1[CH:27]=[CH:28][CH:29]=[C:24]([C@@H:22]([OH:23])[CH2:21][N:19]([C:10]2[CH:9]=[N:8][C:7]([C:1]3[CH:2]=[CH:3][CH:4]=[CH:5][CH:6]=3)=[C:12]([C:13]3[CH:14]=[CH:15][CH:16]=[CH:17][CH:18]=3)[N:11]=2)[CH3:20])[CH:25]=1 |f:2.3.4,6.7|. Procedure: To a solution of 0.66 g of (R)-3-{2-[N-(5,6-diphenylpyrazin-2-yl)-N-methylamino]-1-hydroxyethyl}phenol and 0.28 g of methyl bromoacetate in 10 ml of acetonitrile, 2 mg of potassium iodide and 0.28 g of potassium carbonate were added and the mixture was heated at reflux for 4 hours. The insoluble matter was removed by filtration and the filtrate was concentrated under reduced pressure. The residue was purified by silica gel column chromatography to obtain 0.55 g of the desired compound as a pale ... Starting materials: BrCC1=CC=C(C=C1)CC(=O)O (p-bromomethylphenylacetic acid), C(=O)(O)[O-].[Na+] (NaHCO3), S(=O)(Cl)Cl (thionyl chloride). Run in CO (MeOH), C1(=CC=CC=C1)C (toluene), C1(=CC=CC=C1)C (toluene), O (water). Run at temperature 0 celsius, time 3 hour. Yields the product BrCC1=CC=C(C=C1)CC(=O)OC (Methyl [4-(bromomethyl)phenyl]acetate), crude product. RXN SMILES: [Br:1][CH2:2][C:3]1[CH:8]=[CH:7][C:6]([CH2:9][C:10]([OH:12])=[O:11])=[CH:5][CH:4]=1.S(Cl)(Cl)=O.[C:17]([O-])(O)=O.[Na+]>CO.C1(C)C=CC=CC=1.O>[Br:1][CH2:2][C:3]1[CH:4]=[CH:5][C:6]([CH2:9][C:10]([O:12][CH3:17])=[O:11])=[CH:7][CH:8]=1 |f:2.3|. Procedure details: To a mixture of p-bromomethylphenylacetic acid (50.0 g, 218 mmol) in MeOH (125 g) and toluene (250 g), was added thionyl chloride (15.6 g) dropwise at 0° C. and stirred for 3 hr. Separately NaHCO3 (33 g, 393 mmol) was dissolved in water (540 g), mixed with toluene (200 g) and cooled to 0° C. The reaction solution described above was added dropwise to the mixture and stirred for 1 hr. The aqueous layer was removed and the organic layer washed with water. The solution was then concentrated under r... The reactants are N1(CCCCC1)CC=1C=C(OCCCN)C=CC1 (3-[3-[(1-piperidinyl)-methyl]phenoxy]propylamine), ClC1=NS(C2=C1C=CC=C2)(=O)=O (3-chlorobenzisothiazole 1, 1-dioxide). Solvent: C(Cl)(Cl)Cl (chloroform), C(Cl)(Cl)Cl (chloroform). Product: N1(CCCCC1)CC=1C=C(OCCCNC2=NS(C3=C2C=CC=C3)(=O)=O)C=CC1 (N-[3-[3-[(1-piperidinyl)methyl]phenoxy]propyl]-1,2-benzisothiazol-3-amine 1,1-dioxide). Isolated yield 37.5%. Reaction SMILES: [N:1]1([CH2:7][C:8]2[CH:9]=[C:10]([CH:16]=[CH:17][CH:18]=2)[O:11][CH2:12][CH2:13][CH2:14][NH2:15])[CH2:6][CH2:5][CH2:4][CH2:3][CH2:2]1.Cl[C:20]1[C:24]2[CH:25]=[CH:26][CH:27]=[CH:28][C:23]=2[S:22](=[O:30])(=[O:29])[N:21]=1>C(Cl)(Cl)Cl>[N:1]1([CH2:7][C:8]2[CH:9]=[C:10]([CH:16]=[CH:17][CH:18]=2)[O:11][CH2:12][CH2:13][CH2:14][NH:15][C:20]2[C:24]3[CH:25]=[CH:26][CH:27]=[CH:28][C:23]=3[S:22](=[O:29])(=[O:30])[N:21]=2)[CH2:6][CH2:5][CH2:4][CH2:3][CH2:2]1. Reported procedure: To a gently refluxing solution of 3-[3-[(1-piperidinyl)-methyl]phenoxy]propylamine (992 mg, 4 mmol) in 90 ml of chloroform is added dropwise a solution of 880 mg (4.4 mmol) of 3-chlorobenzisothiazole 1, 1-dioxide in 30 ml of chloroform. Following the addition, the reaction mixture is refluxed for an additional 15 min., cooled to room temperature and solvent removed in vacuo. Column chromatography of the resultant residue (foam) on silica gel utilizing methylene chloride:methanol:ammonium hydroxi... Starting materials: CCCC(=O)NCCc1ccccc1C, Cc1ccccc1C. The product is CCCC1=NCCc2c(C)cccc21. As a reaction SMILES: [CH3:1][c:2]1[c:3]([CH2:8][CH2:9][NH:10][C:11]([CH2:12][CH2:13][CH3:14])=[O:15])[cH:4][cH:5][cH:6][cH:7]1.[c:16]1([CH3:17])[c:18]([CH3:19])[cH:20][cH:21][cH:22][cH:23]1>>[CH3:1][c:2]1[c:3]2[c:4]([cH:5][cH:6][cH:7]1)[C:11]([CH2:12][CH2:13][CH3:14])=[N:10][CH2:9][CH2:8]2. Reactants: BrB(Br)Br, CO, ClCCl, COc1cc(N)ccc1F. The product is Nc1ccc(F)c(O)c1. RXN SMILES: [B:11]([Br:12])([Br:13])[Br:14].[CH3:15][OH:16].[Cl:17][CH2:18][Cl:19].[F:1][c:2]1[c:3]([O:9][CH3:10])[cH:4][c:5]([NH2:6])[cH:7][cH:8]1>>[F:1][c:2]1[c:3]([OH:9])[cH:4][c:5]([NH2:6])[cH:7][cH:8]1.